Dataset: the Open Reaction Database (ORD), a public repository of structured organic reaction records. Task: describe an organic reaction: reactants, conditions, products, and yield Starting materials: CC=1C=C(C(C(=O)OCC)=CC1)C(=O)OCC (diethyl 4-methylphthalate), BrN1C(CCC1=O)=O (N-bromosuccinimide). The reagents and catalysts are [W] (tungsten). Solvent: C(Cl)(Cl)(Cl)Cl (carbon tetrachloride). Product: C(=O)C=1C=C(C(C(=O)OCC)=CC1)C(=O)OCC (diethyl 4-formylphthalate). RXN SMILES: [CH3:1][C:2]1[CH:3]=[C:4]([C:13]([O:15][CH2:16][CH3:17])=[O:14])[C:5](=[CH:11][CH:12]=1)[C:6]([O:8][CH2:9][CH3:10])=[O:7].BrN1C(=[O:24])CCC1=O>[W].C(Cl)(Cl)(Cl)Cl>[CH:1]([C:2]1[CH:3]=[C:4]([C:13]([O:15][CH2:16][CH3:17])=[O:14])[C:5](=[CH:11][CH:12]=1)[C:6]([O:8][CH2:9][CH3:10])=[O:7])=[O:24]. Reported procedure: A mixture of one equivalent of diethyl 4-methylphthalate, two equivalents of N-bromosuccinimide and carbon tetrachloride is irradiated with a 500 W tungsten lamp for three hours. The mixture is filtered and the solution is shaken with excess sodium carbonate solution. Evaporation of the organic phase gives diethyl 4-formylphthalate. This aldehyde is combined with excess nitroethane, toluene and a catalytic amount of benzyl amine. The mixture is heated on a steam bath for 48 hours and evaporated ... The reactants are CS(=O)(=O)C1=CC=C(OCC2=NC=C(C=C2)C2CCN(CC2)C(=O)OCCCC)C=C1 (butyl 4-[2-(4-methanesulfonylphenoxymethyl)pyridin-5-yl]piperidine-1-carboxylate), C(CC)C=1C=NC(=NC1)Br (5-propyl-2-bromopyrimidine). Yields the product CS(=O)(=O)C1=CC=C(OCC2=NC=C(C=C2)C2CCN(CC2)C2=NC=C(C=N2)CCC)C=C1 (2-[4-[2-(4-Methanesulfonylphenoxymethyl)pyridin-5-yl]piperidin-1-yl]-5-propylpyrimidine), Example 48. Yield: 60.0%. RXN SMILES: [CH3:1][S:2]([C:5]1[CH:31]=[CH:30][C:8]([O:9][CH2:10][C:11]2[CH:16]=[CH:15][C:14]([CH:17]3[CH2:22][CH2:21][N:20]([C:23](OCCCC)=O)[CH2:19][CH2:18]3)=[CH:13][N:12]=2)=[CH:7][CH:6]=1)(=[O:4])=[O:3].[CH2:32]([C:35]1[CH:36]=[N:37]C(Br)=[N:39][CH:40]=1)[CH2:33][CH3:34]>>[CH3:1][S:2]([C:5]1[CH:31]=[CH:30][C:8]([O:9][CH2:10][C:11]2[CH:16]=[CH:15][C:14]([CH:17]3[CH2:22][CH2:21][N:20]([C:23]4[N:39]=[CH:40][C:35]([CH2:32][CH2:33][CH3:34])=[CH:36][N:37]=4)[CH2:19][CH2:18]3)=[CH:13][N:12]=2)=[CH:7][CH:6]=1)(=[O:4])=[O:3]. Procedure: The title compound was prepared from tort-butyl 4-[2-(4-methanesulfonylphenoxymethyl)pyridin-5-yl]piperidine-1-carboxylate (Example 1) (50 mg, 0.11 mmol) and 5-propyl-2-bromopyrimidine (26 μL, 0.22 mmol) following a procedure analogous to that in Example 48 as a white crystal (31 mg, yield 60%). Reactants: N1=CC(=CC=C1)CCCN1C(C2=CC(=C(C=C2CC1)OC)OC)=O (2-[3-(pyrid-3-yl)-propyl]-6,7-dimethoxy-1-oxo-1,2,3,4-tetrahydro-isoquinoline), ClCCC1=CN=CC2=CC(=C(C=C12)OC)OC (4-(2-chloroethyl)-6,7-dimethoxy-isoquinoline). Product: O.Cl.Cl.COC=1C=C2C(=CN=CC2=CC1OC)CCN1CC(CCC1)CCCN1C(C2=CC(=C(C=C2CC1)OC)OC)=O (2-[3-(N-(2-(6,7-Dimethoxy-isoquinol-4-yl)-ethyl)-piperidin-3-yl)-propyl]-6,7-dimethoxy-1-oxo-1,2,3,4-tetrahydro-isoquinoline-dihydrochloride-monohydrate). Reaction SMILES: [N:1]1[CH:6]=[CH:5][CH:4]=[C:3]([CH2:7][CH2:8][CH2:9][N:10]2[CH2:19][CH2:18][C:17]3[C:12](=[CH:13][C:14]([O:22][CH3:23])=[C:15]([O:20][CH3:21])[CH:16]=3)[C:11]2=[O:24])[CH:2]=1.[Cl:25][CH2:26][CH2:27][C:28]1[C:37]2[C:32](=[CH:33][C:34]([O:40][CH3:41])=[C:35]([O:38][CH3:39])[CH:36]=2)[CH:31]=[N:30][CH:29]=1>>[OH2:20].[ClH:25].[ClH:25].[CH3:39][O:38][C:35]1[CH:36]=[C:37]2[C:32](=[CH:33][C:34]=1[O:40][CH3:41])[CH:31]=[N:30][CH:29]=[C:28]2[CH2:27][CH2:26][N:1]1[CH2:6][CH2:5][CH2:4][CH:3]([CH2:7][CH2:8][CH2:9][N:10]2[CH2:19][CH2:18][C:17]3[C:12](=[CH:13][C:14]([O:22][CH3:23])=[C:15]([O:20][CH3:21])[CH:16]=3)[C:11]2=[O:24])[CH2:2]1 |f:2.3.4.5|. Procedure: Prepared from 2-[3-(pyrid-3-yl)-propyl]-6,7-dimethoxy-1-oxo-1,2,3,4-tetrahydro-isoquinoline and 4-(2-chloroethyl)-6,7-dimethoxy-isoquinoline analogously to Example 1. The reactants are Cl(=O)[O-].[Na+] (sodium chlorite), P(=O)(O)(O)[O-].[Na+] (sodium dihydrogenphosphate), C(C)(C)(C)C=1C=C(C=CC1)NC(=O)C1CC2=CC(=CC=C2CC1)OC1=CC(=NC=C1)C=1NC=C(N1)C=O (N-(3-tert-butylphenyl)-7-{[2-(4-formyl-1H-imidazol-2-yl)pyridin-4-yl]oxy}-1,2,3,4-tetrahydronaphthalene-2-carboxamide). Solvent: O (water), CC(C)=CC (2-methyl-2-butene), C(C)#N (acetonitrile), C(C)(C)(C)O (tert-butyl alcohol). Conditions: temperature 0 celsius, time 8 hour. The product is C(C)(C)(C)C=1C=C(C=CC1)NC(=O)C1CCC=2C=CC(=CC2C1)OC1=CC(=NC=C1)C=1NC=C(N1)C(=O)O (2-{4-[(7-{[(3-tert-butylphenyl)amino]carbonyl}-5,6,7,8-tetrahydronaphthalen-2-yl)oxy]pyridin-2-yl}-1H-imidazole-4carboxylic acid). As a reaction SMILES: [C:1]([C:5]1[CH:6]=[C:7]([NH:11][C:12]([CH:14]2[CH2:23][CH2:22][C:21]3[C:16](=[CH:17][C:18]([O:24][C:25]4[CH:30]=[CH:29][N:28]=[C:27]([C:31]5[NH:32][CH:33]=[C:34]([CH:36]=[O:37])[N:35]=5)[CH:26]=4)=[CH:19][CH:20]=3)[CH2:15]2)=[O:13])[CH:8]=[CH:9][CH:10]=1)([CH3:4])([CH3:3])[CH3:2].Cl([O-])=[O:39].[Na+].P([O-])(O)(O)=O.[Na+]>CC(=CC)C.C(#N)C.C(O)(C)(C)C.O>[C:1]([C:5]1[CH:6]=[C:7]([NH:11][C:12]([CH:14]2[CH2:15][C:16]3[CH:17]=[C:18]([O:24][C:25]4[CH:30]=[CH:29][N:28]=[C:27]([C:31]5[NH:32][CH:33]=[C:34]([C:36]([OH:39])=[O:37])[N:35]=5)[CH:26]=4)[CH:19]=[CH:20][C:21]=3[CH2:22][CH2:23]2)=[O:13])[CH:8]=[CH:9][CH:10]=1)([CH3:4])([CH3:2])[CH3:3] |f:1.2,3.4|. Reported procedure: A suspension of N-(3-tert-butylphenyl)-7-{[2-(4-formyl-1H-imidazol-2-yl)pyridin-4-yl]oxy}-1,2,3,4-tetrahydronaphthalene-2-carboxamide (570 mg, 1.2 mmol) in 2-methyl-2-butene (3 mL), acetonitrile (6 mL) and tert-butyl alcohol (6 mL) was cooled to 0° C. To this cold reaction mixture was added a solution of sodium chlorite (646 mg, 5.71 mmol) and sodium dihydrogenphosphate (680 mg, 5.6 mmol) in water (3 mL). The yellow solution was allowed to stir at 0° C. overnight. The reaction was quenched by th... The reactants are [N+](=[N-])=C (diazomethane), ( R ), 6(R),10-trimethylundecanoic acid methyl ester, C[C@@H](C(=O)O)CCC[C@@H](CCCC(C)C)C (2(R),6(R),10-trimethylundecanoic acid), crude product, C(Cl)(Cl)Cl (CHCl3). The solvent is CCOCC (ether). Product: COC([C@@H](CCC[C@@H](CCCC(C)C)C)C)=O (2(R),6(R),10-trimethylundecanoic acid methyl ester). As a reaction SMILES: [CH3:1][C@H:2]([CH2:6][CH2:7][CH2:8][C@H:9]([CH3:16])[CH2:10][CH2:11][CH2:12][CH:13]([CH3:15])[CH3:14])[C:3]([OH:5])=[O:4].[N+](=[CH2:19])=[N-].C(Cl)(Cl)Cl>CCOCC>[CH3:19][O:4][C:3](=[O:5])[C@H:2]([CH3:1])[CH2:6][CH2:7][CH2:8][C@H:9]([CH3:16])[CH2:10][CH2:11][CH2:12][CH:13]([CH3:15])[CH3:14]. Procedure: 2(R),6(R),10-trimethylundecanoic acid (270 mg., [α]D25 -8.64°) was dissolved in ether and treated with an excess of etheral solution of diazomethane at 23° C. for 2.0 hour. The crude product was subjected to evaporative distillation at 98°-101°/0.15 mm Hg to give 247 mg. of 2(R), 6(R),10-trimethylundecanoic acid methyl ester as a colorless oil, [α]D25 -11.30° (c1.1065, CHCl3).